From a dataset of the Open Reaction Database (ORD), a public repository of structured organic reaction records. describe an organic reaction: reactants, conditions, products, and yield The reactants are [OH-].[Na+] (NaOH), ClC1=C(C=CC=C1)C1=C(C=NC2=CC3=C(C=C12)CCC3)[N+](=O)[O-] (4-(2-chlorophenyl)-7,8-dihydro-3-nitro-6H-cyclopenta[g]quinoline), Cl (hydrochloric acid), O.O.[Sn](Cl)Cl (tin(II) chloride dihydrate). The solvent is O (water), O1CCOCC1 (dioxane). Conditions: time 1 hour. Yields the product NC=1C=NC2=CC3=C(C=C2C1C1=C(C=CC=C1)Cl)CCC3 (3-amino-4-(2-chlorophenyl)-7,8-dihydro-6H -cyclopenta[g]quinoline). RXN SMILES: [Cl:1][C:2]1[CH:7]=[CH:6][CH:5]=[CH:4][C:3]=1[C:8]1[C:17]2[C:12](=[CH:13][C:14]3[CH2:20][CH2:19][CH2:18][C:15]=3[CH:16]=2)[N:11]=[CH:10][C:9]=1[N+:21]([O-])=O.Cl.O.O.[Sn](Cl)Cl.[OH-].[Na+]>O.O1CCOCC1>[NH2:21][C:9]1[CH:10]=[N:11][C:12]2[C:17]([C:8]=1[C:3]1[CH:4]=[CH:5][CH:6]=[CH:7][C:2]=1[Cl:1])=[CH:16][C:15]1[CH2:18][CH2:19][CH2:20][C:14]=1[CH:13]=2 |f:2.3.4,5.6|. Procedure: To a mixture of 4-(2-chlorophenyl)-7,8-dihydro-3-nitro-6H-cyclopenta[g]quinoline (4.50 g), dioxane (45 ml) and concentrated hydrochloric acid (15 ml) was added tin(II) chloride dihydrate (9.5 g) followed by stirring at room temperature for one hour. The reaction mixture was then diluted with water, made strongly alkaline with 6N NaOH and extracted with chloroform. The extract was washed with water and dried (MgSO4) and the solvent was distilled off to give crystals of 3-amino-4-(2-chlorophenyl)-...